From a dataset of the Open Reaction Database (ORD), a public repository of structured organic reaction records. describe an organic reaction: reactants, conditions, products, and yield Starting materials: Cc1cc(NC(=O)NCCN2CCC(NC(=O)OC(C)(C)C)C2)c2ccccc2n1, CC(=O)O, Cl. The product is Cc1cc(NC(=O)NCCN2CCC(N)C2)c2ccccc2n1. RXN SMILES: [C:1]([O:2][C:3](=[O:4])[NH:7][CH:8]1[CH2:9][N:10]([CH2:13][CH2:14][NH:15][C:16](=[O:17])[NH:18][c:19]2[cH:20][c:21]([CH3:29])[n:22][c:23]3[cH:24][cH:25][cH:26][cH:27][c:28]23)[CH2:11][CH2:12]1)([CH3:5])([CH3:6])[CH3:30].[C:32]([OH:33])(=[O:34])[CH3:35].[ClH:31]>>[NH2:7][CH:8]1[CH2:9][N:10]([CH2:13][CH2:14][NH:15][C:16](=[O:17])[NH:18][c:19]2[cH:20][c:21]([CH3:29])[n:22][c:23]3[cH:24][cH:25][cH:26][cH:27][c:28]23)[CH2:11][CH2:12]1. Starting materials: CC(=O)O, C1CCOC1, O=[N+]([O-])c1ccc2scnc2c1, [Zn]. Yields the product Nc1ccc2scnc2c1. RXN SMILES: [C:13]([OH:14])(=[O:15])[CH3:16].[CH2:17]1[O:18][CH2:19][CH2:20][CH2:21]1.[N+:1]([O-:2])(=[O:3])[c:4]1[cH:5][cH:6][c:7]2[c:8]([n:9][cH:10][s:11]2)[cH:12]1.[Zn:22]>>[NH2:1][c:4]1[cH:5][cH:6][c:7]2[c:8]([n:9][cH:10][s:11]2)[cH:12]1. The reactants are CS(C)=O, CC(C)N1CCNCC1, Clc1ccc(-c2ccc(Cl)nc2)cc1, O. Yields the product CC(C)N1CCN(c2ccc(-c3ccc(Cl)cc3)cn2)CC1. Reaction SMILES: [CH3:15][S:16]([CH3:17])=[O:18].[CH:19]([CH3:20])([CH3:21])[N:22]1[CH2:23][CH2:24][NH:25][CH2:26][CH2:27]1.[Cl:1][c:2]1[n:3][cH:4][c:5](-[c:8]2[cH:9][cH:10][c:11]([Cl:14])[cH:12][cH:13]2)[cH:6][cH:7]1.[OH2:28]>>[c:2]1([N:25]2[CH2:24][CH2:23][N:22]([CH:19]([CH3:20])[CH3:21])[CH2:27][CH2:26]2)[n:3][cH:4][c:5](-[c:8]2[cH:9][cH:10][c:11]([Cl:14])[cH:12][cH:13]2)[cH:6][cH:7]1. Reactants: [Al+3], COc1ccc(NC(=O)C=C(C)C)cc1, [Cl-], [Cl-], [Cl-], ClCCl. Yields the product COc1ccc2c(c1)C(C)(C)CC(=O)N2. Reaction SMILES: [Al+3:19].[CH3:1][C:2](=[CH:3][C:4](=[O:5])[NH:6][c:7]1[cH:8][cH:9][c:10]([O:13][CH3:14])[cH:11][cH:12]1)[CH3:15].[Cl-:16].[Cl-:17].[Cl-:18].[Cl:20][CH2:21][Cl:22]>>[CH3:1][C:2]1([CH3:15])[CH2:3][C:4](=[O:5])[NH:6][c:7]2[c:8]1[cH:9][c:10]([O:13][CH3:14])[cH:11][cH:12]2.